This data is from the Open Reaction Database (ORD), a public repository of structured organic reaction records. The task is: describe an organic reaction: reactants, conditions, products, and yield Starting materials: NNC(=S)N (Thiosemicarbazide), ClCCCC(=O)C1=CC=CC=C1 (4-chlorobutyrophenone). Solvent: CO (methanol), Cl (HCl), O (water). Conditions: time 30 minute. Yields the product ClCCCC(C1=CC=CC=C1)=NNC(N)=S (2-(4-Chloro-1-phenyl-butylidene)-hydrazinecarbothioamide). Isolated yield 68.1%. As a reaction SMILES: [NH2:1][NH:2][C:3]([NH2:5])=[S:4].[Cl:6][CH2:7][CH2:8][CH2:9][C:10]([C:12]1[CH:17]=[CH:16][CH:15]=[CH:14][CH:13]=1)=O>CO.Cl.O>[Cl:6][CH2:7][CH2:8][CH2:9][C:10](=[N:1][NH:2][C:3](=[S:4])[NH2:5])[C:12]1[CH:17]=[CH:16][CH:15]=[CH:14][CH:13]=1. Procedure: Thiosemicarbazide (9.11 g, 0.1 mol) was added under nitrogen to a solution of 4-chlorobutyrophenone (16 mL, 0.1 mol) in 350 mL of methanol plus 27 mL of 1 N HCl plus 25 mL of water. After approximately 30 minutes of stirring at room temperature, all of the solid had dissolved. The reaction was then stirred at room temperature for 24 hours (overnight). The solid that had formed was collected by filtration and dried under high vacuum to give 17.41 g (68%) of the title compound as a white solid, mp... The reactants are C(C)OC=1C=C(C=O)C=C(C1O)OC (3-ethoxy-4-hydroxy-5-methoxybenzaldehyde), P(=O)(O)(O)[O-].[Na+] (sodium dihydrogenphosphate), S(O)(=O)(=O)N (amidosulfuric acid), Cl(=O)[O-].[Na+] (sodium chlorite), Cl (Hydrochloric acid). The solvent is O1CCOCC1 (dioxane), O (water). Conditions: time 2 hour. Yields the product C(C)OC=1C=C(C(=O)O)C=C(C1O)OC (3-Ethoxy-4-hydroxy-5-methoxybenzoic acid). Yield: 93.7%. Reaction SMILES: [CH2:1]([O:3][C:4]1[CH:5]=[C:6]([CH:9]=[C:10]([O:13][CH3:14])[C:11]=1[OH:12])[CH:7]=[O:8])[CH3:2].P([O-])(O)(O)=[O:16].[Na+].S(N)(=O)(=O)O.Cl([O-])=O.[Na+].Cl>O1CCOCC1.O>[CH2:1]([O:3][C:4]1[CH:5]=[C:6]([CH:9]=[C:10]([O:13][CH3:14])[C:11]=1[OH:12])[C:7]([OH:16])=[O:8])[CH3:2] |f:1.2,4.5|. Procedure details: To a solution of 3-ethoxy-4-hydroxy-5-methoxybenzaldehyde (578 mg), sodium dihydrogenphosphate (1.41 g), and amidosulfuric acid (429 mg) in dioxane (6 mL)-water (10 mL) was added an aqueous solution (3 mL) of sodium chlorite (400 mg) under ice-cooling. The mixture was stirred for 2 hours under ice-cooling. Hydrochloric acid was added thereto, and the reaction mixture was extracted with ethyl acetate. The extract was washed with 10% aqueous sodium thiosulfate and saturated brine, dried over anhyd...